This data is from the Open Reaction Database (ORD), a public repository of structured organic reaction records. The task is: describe an organic reaction: reactants, conditions, products, and yield The reactants are O=C(O)c1cc(Cl)ccc1Cl, O, O=[N+]([O-])O, O=S(=O)(O)O. Yields the product O=C(O)c1cc(Cl)cc([N+](=O)[O-])c1Cl. As a reaction SMILES: [Cl:1][c:2]1[c:3]([C:4](=[O:5])[OH:6])[cH:7][c:8]([Cl:11])[cH:9][cH:10]1.[OH2:16].[OH:12][N+:13]([O-:14])=[O:15].[S:17](=[O:18])(=[O:19])([OH:20])[OH:21]>>[Cl:1][c:2]1[c:3]([C:4](=[O:5])[OH:6])[cH:7][c:8]([Cl:11])[cH:9][c:10]1[N+:13](=[O:12])[O-:14]. The reactants are COCOC1=C(C=CC(=C1)OCOC)C1CC(CC1)=O ((±)-3-[2,4-Bis(methoxymethoxy)phenyl]cyclopentanone), resin. Run in CO (MeOH). The product is OC1=C(C=CC(=C1)O)C1CC(CC1)=O ((±)-3-(2,4-Dihydroxyphenyl)cyclopentanone). The yield is 69.3%. RXN SMILES: COC[O:4][C:5]1[CH:10]=[C:9]([O:11]COC)[CH:8]=[CH:7][C:6]=1[CH:15]1[CH2:19][CH2:18][C:17](=[O:20])[CH2:16]1>CO>[OH:4][C:5]1[CH:10]=[C:9]([OH:11])[CH:8]=[CH:7][C:6]=1[CH:15]1[CH2:19][CH2:18][C:17](=[O:20])[CH2:16]1. Reported procedure: (±)-3-[2,4-Bis(methoxymethoxy)phenyl]cyclopentanone (8 mg) was heated at 50° C. in MeOH (3 ml) containing acidic ion exchange resin (0.1 g) for 3 hr. The reaction mixture was filtered and the resin washed with ethyl acetate (20 ml). The filtrate was concentrated in vacuo and the residue purified by flash column chromatography (SiO2, ethyl acetate) to furnish the title compound as a white solid (3.8 mg, 70%). δH (d4-MeOH) 2.52-2.13 (1H, m), 2.26-2.48 (4H, overlapping m), 2.53-2.60 (1H, m), 3.55-3... The reactants are FC(OC1=C(C=CC=C1)C=1OC(=C(N1)C(=O)O)C(F)(F)F)(F)F (2-(2-trifluoromethoxy-phenyl)-5-trifluoromethyl-oxazole-4-carboxylic acid), COCCN(C1=NC=C(C=C1)N)C (N2-(2-methoxy-ethyl)-N2-methyl-pyridine-2,5-diamine). Product: COCCN(C1=CC=C(C=N1)NC(=O)C=1N=C(OC1C(F)(F)F)C1=C(C=CC=C1)OC(F)(F)F)C (2-(2-trifluoromethoxy-phenyl)-5-trifluoromethyl-oxazole-4-carboxylic acid {6-[(2-methoxy-ethyl)-methyl-amino]-pyridin-3-yl}-amide). Reaction SMILES: [F:1][C:2]([F:23])([F:22])[O:3][C:4]1[CH:9]=[CH:8][CH:7]=[CH:6][C:5]=1[C:10]1[O:11][C:12]([C:18]([F:21])([F:20])[F:19])=[C:13]([C:15]([OH:17])=O)[N:14]=1.[CH3:24][O:25][CH2:26][CH2:27][N:28]([CH3:36])[C:29]1[CH:34]=[CH:33][C:32]([NH2:35])=[CH:31][N:30]=1>>[CH3:24][O:25][CH2:26][CH2:27][N:28]([CH3:36])[C:29]1[N:30]=[CH:31][C:32]([NH:35][C:15]([C:13]2[N:14]=[C:10]([C:5]3[CH:6]=[CH:7][CH:8]=[CH:9][C:4]=3[O:3][C:2]([F:23])([F:22])[F:1])[O:11][C:12]=2[C:18]([F:21])([F:20])[F:19])=[O:17])=[CH:33][CH:34]=1. Reported procedure: With a procedure similar to example 16 above, 2-(2-trifluoromethoxy-phenyl)-5-trifluoromethyl-oxazole-4-carboxylic acid {6-[(2-methoxy-ethyl)-methyl-amino]-pyridin-3-yl}-amide was prepared from 2-(2-trifluoromethoxy-phenyl)-5-trifluoromethyl-oxazole-4-carboxylic acid and N2-(2-methoxy-ethyl)-N2-methyl-pyridine-2,5-diamine. LCMS calcd for C21H18F6N4O4 (m/e) 504. obsd 505 (M+H). Reactants: FC1=CC(=C(C=C1)NC=1C2=C(N=CN1)SC(=C2C)C(=O)OC)OC(C)C (Methyl 4-(4-fluoro-2-isopropoxyphenylamino)-5-methyl-thieno[2,3-d]pyrimidine-6-carboxylate), [OH-].[Li+] (lithium hydroxide), Cl (HCl). Run in C1CCOC1.CO.O (THF methanol water). Run at time 8 hour. Yields the product FC1=CC(=C(C=C1)NC=1C2=C(N=CN1)SC(=C2C)C(=O)O)OC(C)C (4-(4-Fluoro-2-isopropoxyphenylamino)-5-methyl-thieno[2,3-d]pyrimidine-6-carboxylic acid). As a reaction SMILES: [F:1][C:2]1[CH:7]=[CH:6][C:5]([NH:8][C:9]2[C:10]3[C:17]([CH3:18])=[C:16]([C:19]([O:21]C)=[O:20])[S:15][C:11]=3[N:12]=[CH:13][N:14]=2)=[C:4]([O:23][CH:24]([CH3:26])[CH3:25])[CH:3]=1.[OH-].[Li+].Cl>C1COCC1.CO.O>[F:1][C:2]1[CH:7]=[CH:6][C:5]([NH:8][C:9]2[C:10]3[C:17]([CH3:18])=[C:16]([C:19]([OH:21])=[O:20])[S:15][C:11]=3[N:12]=[CH:13][N:14]=2)=[C:4]([O:23][CH:24]([CH3:26])[CH3:25])[CH:3]=1 |f:1.2,4.5.6|. Procedure details: Methyl 4-(4-fluoro-2-isopropoxyphenylamino)-5-methyl-thieno[2,3-d]pyrimidine-6-carboxylate (451 mg) and lithium hydroxide (865 mg) was dissolved in a mixture of THF: methanol:water (1:1:1; 100 ml) and was stirred at room temperatruer overnight. Then the mixture was acidified with conc. HCl, the resultant precipitate was filtered, dried and triturated with diisopropyl ether to afford the title compound.